From a dataset of the Open Reaction Database (ORD), a public repository of structured organic reaction records. describe an organic reaction: reactants, conditions, products, and yield The reactants are C(CC)S(=O)(=O)Cl (n-PrSO2Cl), N1=C(C=CC=C1)C1(CCNCC1)C#N (4-Pyridin-2-ylpiperidine-4-carbonitrile), [OH-].[Na+] (NaOH). The solvent is C(Cl)Cl.CCN(C(C)C)C(C)C (DCM DIEA). Conditions: temperature 0 celsius, time 1 hour. Product: C(CC)S(=O)(=O)N1CCC(CC1)(C#N)C1=NC=CC=C1 (1-(propylsulfonyl)-4-pyridin-2-ylpiperidine4-carbonitrile). RXN SMILES: [N:1]1[CH:6]=[CH:5][CH:4]=[CH:3][C:2]=1[C:7]1([C:13]#[N:14])[CH2:12][CH2:11][NH:10][CH2:9][CH2:8]1.[CH2:15]([S:18](Cl)(=[O:20])=[O:19])[CH2:16][CH3:17].[OH-].[Na+]>C(Cl)Cl.CCN(C(C)C)C(C)C>[CH2:15]([S:18]([N:10]1[CH2:9][CH2:8][C:7]([C:2]2[CH:3]=[CH:4][CH:5]=[CH:6][N:1]=2)([C:13]#[N:14])[CH2:12][CH2:11]1)(=[O:20])=[O:19])[CH2:16][CH3:17] |f:2.3,4.5|. Reported procedure: 4-Pyridin-2-ylpiperidine-4-carbonitrile (1-2) (3.55 g, 19 mmole) was dissolved in DCM-DIEA (v/v 5:1, 60 mL) at 0° C. To this solution was added n-PrSO2Cl (2.98, 21 mmole). The reaction mixture was then stirred for 1 h at 0° C. After this time, LCMS indicated that the reaction was completion. 2N NaOH (40 mL) was added and the reaction mixture was stirred 1 h at 0° C. The reaction mixture solution was then extracted with EtOAc (4×200 mL). The combined EtOAc extracts were washed with brine, dried o... Reactants: CC(C)(C)OC(=O)N1CCN(S(=O)(=O)c2ccc(C(F)(F)F)cc2)C(C(=O)NCc2ccc(OC(F)(F)F)c(F)c2)C1, C1COCCO1, Cl, C1COCCO1. The product is Cl, O=C(NCc1ccc(OC(F)(F)F)c(F)c1)C1CNCCN1S(=O)(=O)c1ccc(C(F)(F)F)cc1. RXN SMILES: [C:1]([O:2][C:3](=[O:4])[N:8]1[CH2:9][CH:10]([C:27]([NH:28][CH2:29][c:30]2[cH:31][c:32]([F:41])[c:33]([O:36][C:37]([F:38])([F:39])[F:40])[cH:34][cH:35]2)=[O:42])[N:11]([S:14](=[O:15])(=[O:16])[c:17]2[cH:18][cH:19][c:20]([C:23]([F:24])([F:25])[F:26])[cH:21][cH:22]2)[CH2:12][CH2:13]1)([CH3:5])([CH3:6])[CH3:7].[CH2:50]1[O:51][CH2:52][CH2:53][O:54][CH2:55]1.[ClH:49].[O:43]1[CH2:44][CH2:45][O:46][CH2:47][CH2:48]1>>[ClH:49].[NH:8]1[CH2:9][CH:10]([C:27]([NH:28][CH2:29][c:30]2[cH:31][c:32]([F:41])[c:33]([O:36][C:37]([F:38])([F:39])[F:40])[cH:34][cH:35]2)=[O:42])[N:11]([S:14](=[O:15])(=[O:16])[c:17]2[cH:18][cH:19][c:20]([C:23]([F:24])([F:25])[F:26])[cH:21][cH:22]2)[CH2:12][CH2:13]1.